Task: describe an organic reaction: reactants, conditions, products, and yield. Dataset: the Open Reaction Database (ORD), a public repository of structured organic reaction records Reactants: N1N=CC(=C1)CC#N ((1H-Pyrazol-4-yl)-acetonitrile), BrCC1=C(C=C(C=C1)NC(C(C)(C)C)=O)CSC(C)(C)C (N-(4-bromomethyl-3-tert-butylsulfanylmethyl-phenyl)-2,2-dimethyl-propionamide), C([O-])([O-])=O.[Cs+].[Cs+] (Cesium carbonate). Solvent: CC#N (MeCN). Conditions: time 45 minute. The product is C(C)(C)(C)SCC=1C=C(C=CC1CN1N=CC(=C1)CC#N)NC(C(C)(C)C)=O (N-[3-tert-Butylsulfanylmethyl-4-(4-cyanomethyl-pyrazol-1-ylmethyl)-phenyl]-2,2-dimethyl-propionamide). As a reaction SMILES: [NH:1]1[CH:5]=[C:4]([CH2:6][C:7]#[N:8])[CH:3]=[N:2]1.Br[CH2:10][C:11]1[CH:16]=[CH:15][C:14]([NH:17][C:18](=[O:23])[C:19]([CH3:22])([CH3:21])[CH3:20])=[CH:13][C:12]=1[CH2:24][S:25][C:26]([CH3:29])([CH3:28])[CH3:27].C(=O)([O-])[O-].[Cs+].[Cs+]>CC#N>[C:26]([S:25][CH2:24][C:12]1[CH:13]=[C:14]([NH:17][C:18](=[O:23])[C:19]([CH3:22])([CH3:21])[CH3:20])[CH:15]=[CH:16][C:11]=1[CH2:10][N:1]1[CH:5]=[C:4]([CH2:6][C:7]#[N:8])[CH:3]=[N:2]1)([CH3:29])([CH3:28])[CH3:27] |f:2.3.4|. Reported procedure: (1H-Pyrazol-4-yl)-acetonitrile (0.19 g, 1.77 mmol) and N-(4-bromomethyl-3-tert-butylsulfanylmethyl-phenyl)-2,2-dimethyl-propionamide (0.20 g, 0.55 mmol) were combined in MeCN. Cesium carbonate (0.95 g, 2.90 mmol) was added, and the reaction was stirred for 45 minutes at room temperature. The mixture was worked-up and purified by silica gel chromatography to give the title compound. The reactants are COc1ccc(Br)c(C(=O)O)c1, O=C([O-])[O-], CC(=O)[O-], CC(=O)[O-], CC(=O)O, [Cu+2], [K+], [K+], Nc1ccnn1-c1ccccc1, CN(C)C=O, O. Yields the product COc1ccc(Nc2ccnn2-c2ccccc2)c(C(=O)O)c1. As a reaction SMILES: [Br:1][c:2]1[c:3]([C:4](=[O:5])[OH:6])[cH:7][c:8]([O:11][CH3:12])[cH:9][cH:10]1.[C:13](=[O:14])([O-:15])[O-:16].[C:41]([O-:42])(=[O:43])[CH3:44].[C:46]([O-:47])(=[O:48])[CH3:49].[CH3:31][C:32](=[O:33])[OH:34].[Cu+2:45].[K+:17].[K+:18].[NH2:19][c:20]1[cH:21][cH:22][n:23][n:24]1-[c:25]1[cH:26][cH:27][cH:28][cH:29][cH:30]1.[O:35]=[CH:36][N:37]([CH3:38])[CH3:39].[OH2:40]>>[c:2]1([NH:19][c:20]2[cH:21][cH:22][n:23][n:24]2-[c:25]2[cH:26][cH:27][cH:28][cH:29][cH:30]2)[c:3]([C:4](=[O:5])[OH:6])[cH:7][c:8]([O:11][CH3:12])[cH:9][cH:10]1. Reactants: ClC=1SC=C(N1)Cl (2,4-dichloro-thiazole), [N+](=O)(O)[O-] (nitric acid), ice water. Yields the product ClC=1SC(=C(N1)Cl)[N+](=O)[O-] (2,4-dichloro-5-nitro-thiazole). The yield is 95.5%. As a reaction SMILES: [Cl:1][C:2]1[S:3][CH:4]=[C:5]([Cl:7])[N:6]=1.[N+:8]([O-])([OH:10])=[O:9]>>[Cl:1][C:2]1[S:3][C:4]([N+:8]([O-:10])=[O:9])=[C:5]([Cl:7])[N:6]=1. Procedure: 400 g (2.6 mols) of 2,4-dichloro-thiazole are introduced in portions, in the course of one hour at between 15° and 20° C., into 2 liters of 98% strength nitric acid (density=1.51; about 47 mols), while stirring and cooling. Thereafter, the mixture is discharged in portions onto about 20 kg of ice/water, while stirring thoroughly and the precipitate formed is filtered off under suction while still cold, washed neutral with water and dried between clay plates. 494 g (95.5% of theory) of 2,4-dichlo... Starting materials: C(C1=CC=CC=C1)(=O)N1[C@H](C(=O)O)C[C@@H](C1)OS(=O)(=O)C1CCCCC1 ((cis)-1-benzoyl-4-[(cyclohexylsulfonyl)oxy]-L-proline), [Cl-].[Al+3].[Cl-].[Cl-] (aluminum chloride). Solvent: C1=CC=CC=C1 (benzene). Yields the product C(C1=CC=CC=C1)(=O)N1[C@H](C(=O)O)C[C@H](C1)C1=CC=CC=C1 ((trans)-1-Benzoyl-4-phenyl-L-proline). As a reaction SMILES: [C:1]([N:9]1[CH2:16][C@@H:15](OS(C2CCCCC2)(=O)=O)[CH2:14][C@H:10]1[C:11]([OH:13])=[O:12])(=[O:8])[C:2]1[CH:7]=[CH:6][CH:5]=[CH:4][CH:3]=1.[Cl-].[Al+3].[Cl-].[Cl-]>C1C=CC=CC=1>[C:1]([N:9]1[CH2:16][C@H:15]([C:2]2[CH:7]=[CH:6][CH:5]=[CH:4][CH:3]=2)[CH2:14][C@H:10]1[C:11]([OH:13])=[O:12])(=[O:8])[C:2]1[CH:3]=[CH:4][CH:5]=[CH:6][CH:7]=1 |f:1.2.3.4|. Reported procedure: Following the procedure outlined in Example 2C, (cis)-1-benzoyl-4-[(cyclohexylsulfonyl)oxy]-L-proline was treated with aluminum chloride and benzene to afford a mixture consisting of: Solvent: CN(C)C=O (DMF), C(C)(=O)OCC (ethyl acetate). The reactants are Cl (hydrochloride), ClC1=CC=C(C=C1)S(=O)(=O)Cl (4-chlorobenzenesulfonyl chloride), C(C)(C)N(C(C)C)CC (N,N-diisopropylethylamine), C(C)(C)(C)C1=CC(=NO1)NC(=O)C1NCCOC1 (morpholine-3-carboxylic acid (5-tert-butyl-isoxazol-3-yl)-amide). Procedure details: To a solution of morpholine-3-carboxylic acid (5-tert-butyl-isoxazol-3-yl)-amide; hydrochloride (55 mg; 0.19 mmol) in anhydrous DMF (1 mL) is added 4-chlorobenzenesulfonyl chloride (40.1 mg; 0.19 mmol) and N,N-diisopropylethylamine (0.089 mL; 0.513 mmol). The reaction mixture is left stirring at room temperature for 18 hours in the presence of catalytic amount of 4-dimethylaminopyridine. After this time, the reaction mixture is diluted with ethyl acetate and washed with eater 3 times, then brine... As a reaction SMILES: [C:1]([C:5]1[O:9][N:8]=[C:7]([NH:10][C:11]([CH:13]2[CH2:18][O:17][CH2:16][CH2:15][NH:14]2)=[O:12])[CH:6]=1)([CH3:4])([CH3:3])[CH3:2].Cl.[Cl:20][C:21]1[CH:26]=[CH:25][C:24]([S:27](Cl)(=[O:29])=[O:28])=[CH:23][CH:22]=1.C(N(CC)C(C)C)(C)C>CN(C=O)C.CN(C)C1C=CN=CC=1.C(OCC)(=O)C>[C:1]([C:5]1[O:9][N:8]=[C:7]([NH:10][C:11]([CH:13]2[CH2:18][O:17][CH2:16][CH2:15][N:14]2[S:27]([C:24]2[CH:25]=[CH:26][C:21]([Cl:20])=[CH:22][CH:23]=2)(=[O:29])=[O:28])=[O:12])[CH:6]=1)([CH3:4])([CH3:2])[CH3:3]. Product: C(C)(C)(C)C1=CC(=NO1)NC(=O)C1N(CCOC1)S(=O)(=O)C1=CC=C(C=C1)Cl (4-(4-Chloro-benzenesulfonyl)-morpholine-3-carboxylic acid (5-tert-butyl-isoxazol-3-yl)-amide). Reagents/catalysts: CN(C1=CC=NC=C1)C (4-dimethylaminopyridine). Reactants: O=c1ccn2c(-c3ccc(F)cc3)cccc2c1-c1c(F)cc(Br)cc1F, O=C([O-])[O-], CCO, Cc1ccccc1, [Na+], [Na+], c1ccc(P(c2ccccc2)(c2ccccc2)[Pd](P(c2ccccc2)(c2ccccc2)c2ccccc2)(P(c2ccccc2)(c2ccccc2)c2ccccc2)P(c2ccccc2)(c2ccccc2)c2ccccc2)cc1, OB(O)c1cncnc1. Yields the product O=c1ccn2c(-c3ccc(F)cc3)cccc2c1-c1c(F)cc(-c2cncnc2)cc1F. As a reaction SMILES: [Br:1][c:2]1[cH:3][c:4]([F:27])[c:5](-[c:9]2[c:10](=[O:26])[cH:11][cH:12][n:13]3[c:14](-[c:19]4[cH:20][cH:21][c:22]([F:25])[cH:23][cH:24]4)[cH:15][cH:16][cH:17][c:18]23)[c:6]([F:8])[cH:7]1.[C:40](=[O:41])([O-:42])[O-:43].[CH3:37][CH2:38][OH:39].[CH3:46][c:47]1[cH:48][cH:49][cH:50][cH:51][cH:52]1.[Na+:44].[Na+:45].[cH:53]1[cH:54][cH:55][c:56]([P:57]([Pd:58]([P:59]([c:60]2[cH:61][cH:62][cH:63][cH:64][cH:65]2)([c:66]2[cH:67][cH:68][cH:69][cH:70][cH:71]2)[c:72]2[cH:73][cH:74][cH:75][cH:76][cH:77]2)([P:78]([c:79]2[cH:80][cH:81][cH:82][cH:83][cH:84]2)([c:85]2[cH:86][cH:87][cH:88][cH:89][cH:90]2)[c:91]2[cH:92][cH:93][cH:94][cH:95][cH:96]2)[P:97]([c:98]2[cH:99][cH:100][cH:101][cH:102][cH:103]2)([c:104]2[cH:105][cH:106][cH:107][cH:108][cH:109]2)[c:110]2[cH:111][cH:112][cH:113][cH:114][cH:115]2)([c:116]2[cH:117][cH:118][cH:119][cH:120][cH:121]2)[c:122]2[cH:123][cH:124][cH:125][cH:126][cH:127]2)[cH:128][cH:129]1.[n:28]1[cH:29][n:30][cH:31][c:32]([B:34]([OH:35])[OH:36])[cH:33]1>>[c:2]1(-[c:32]2[cH:31][n:30][cH:29][n:28][cH:33]2)[cH:3][c:4]([F:27])[c:5](-[c:9]2[c:10](=[O:26])[cH:11][cH:12][n:13]3[c:14](-[c:19]4[cH:20][cH:21][c:22]([F:25])[cH:23][cH:24]4)[cH:15][cH:16][cH:17][c:18]23)[c:6]([F:8])[cH:7]1. Reactants: C(C)(C)(C)OC(N(C1=CC=NC=C1)CCOC1=CC(=CC(=C1)C(N(CCCCN1N=CN=C1)C1CCCC1)=O)Cl)=O ({2-[3-chloro-5-(cyclopentyl-(4-[1,2,4]triazol-1-yl-butyl)-carbamoyl)-phenoxy]-ethyl}-pyridin-4-yl-carbamic acid tert-butyl ester), FC(C(=O)O)(F)F (trifluoroacetic acid). Solvent: ClCCl (dichloromethane). Yields the product ClC=1C=C(C(=O)N(CCCCN2N=CN=C2)C2CCCC2)C=C(C1)OCCNC1=CC=NC=C1 (3-Chloro-N-cyclopentyl-5-[2-(pyridin-4-ylamino)-ethoxy]-N-(4-[1,2,4]triazol-1-yl-butyl)-benzamide). Yield: 45.5%. Reaction SMILES: C(OC(=O)[N:7]([CH2:14][CH2:15][O:16][C:17]1[CH:22]=[C:21]([C:23](=[O:39])[N:24]([CH:34]2[CH2:38][CH2:37][CH2:36][CH2:35]2)[CH2:25][CH2:26][CH2:27][CH2:28][N:29]2[CH:33]=[N:32][CH:31]=[N:30]2)[CH:20]=[C:19]([Cl:40])[CH:18]=1)[C:8]1[CH:13]=[CH:12][N:11]=[CH:10][CH:9]=1)(C)(C)C.FC(F)(F)C(O)=O>ClCCl>[Cl:40][C:19]1[CH:20]=[C:21]([CH:22]=[C:17]([O:16][CH2:15][CH2:14][NH:7][C:8]2[CH:9]=[CH:10][N:11]=[CH:12][CH:13]=2)[CH:18]=1)[C:23]([N:24]([CH:34]1[CH2:35][CH2:36][CH2:37][CH2:38]1)[CH2:25][CH2:26][CH2:27][CH2:28][N:29]1[CH:33]=[N:32][CH:31]=[N:30]1)=[O:39]. Procedure details: A solution of {2-[3-chloro-5-(cyclopentyl-(4-[1,2,4]triazol-1-yl-butyl)-carbamoyl)-phenoxy]-ethyl}-pyridin-4-yl-carbamic acid tert-butyl ester (0.069 g) and trifluoroacetic acid (0.5 ml) in dichloromethane (0.5 ml) was stirred at room temperature for 1 h then concentrated under vacuum. The residue was purified by flash chromatography eluting with dichloromethane:methanol:ammonia (92:8:1 v/v/v), to give the title compound as a white foam (0.026 g).